From a dataset of the Open Reaction Database (ORD), a public repository of structured organic reaction records. describe an organic reaction: reactants, conditions, products, and yield The reactants are CC(C(C1=C(C=C(C=C1)N1N=C2CCCCC2=C1)C)NC1=CC=C(C(=O)N2C[C@@H](CCC2)C(=O)OCC)C=C1)C (ethyl (3R)-1-(4-((2-methyl-1-(2-methyl-4-(4,5,6,7-tetrahydro-2H-indazol-2-yl)phenyl)propyl)amino)benzoyl)piperidine-3-carboxylate), C1CCOC1 (THF), [OH-].[Na+] (sodium hydroxide). Solvent: C(C)O (ethanol). Procedure details: To a mixture of ethyl (3R)-1-(4-((2-methyl-1-(2-methyl-4-(4,5,6,7-tetrahydro-2H-indazol-2-yl)phenyl)propyl)amino)benzoyl)piperidine-3-carboxylate (152.3 mg), THF (0.56 mL) and ethanol (0.56 mL) was added 1M aqueous sodium hydroxide solution (0.561 mL), and the mixture was stirred at room temperature for 1 hr. The solvent was evaporated under reduced pressure, the reaction mixture was neutralized with 1M hydrochloric acid (0.561 mL), and extracted with ethyl acetate. The extract was washed with s... Run at time 1 hour. The yield is 97.2%. As a reaction SMILES: [CH3:1][CH:2]([CH3:40])[CH:3]([NH:20][C:21]1[CH:39]=[CH:38][C:24]([C:25]([N:27]2[CH2:32][CH2:31][CH2:30][C@@H:29]([C:33]([O:35]CC)=[O:34])[CH2:28]2)=[O:26])=[CH:23][CH:22]=1)[C:4]1[CH:9]=[CH:8][C:7]([N:10]2[CH:18]=[C:17]3[C:12]([CH2:13][CH2:14][CH2:15][CH2:16]3)=[N:11]2)=[CH:6][C:5]=1[CH3:19].C1COCC1.[OH-].[Na+]>C(O)C>[CH3:1][CH:2]([CH3:40])[CH:3]([NH:20][C:21]1[CH:22]=[CH:23][C:24]([C:25]([N:27]2[CH2:32][CH2:31][CH2:30][C@@H:29]([C:33]([OH:35])=[O:34])[CH2:28]2)=[O:26])=[CH:38][CH:39]=1)[C:4]1[CH:9]=[CH:8][C:7]([N:10]2[CH:18]=[C:17]3[C:12]([CH2:13][CH2:14][CH2:15][CH2:16]3)=[N:11]2)=[CH:6][C:5]=1[CH3:19] |f:2.3|. Yields the product CC(C(C1=C(C=C(C=C1)N1N=C2CCCCC2=C1)C)NC1=CC=C(C(=O)N2C[C@@H](CCC2)C(=O)O)C=C1)C ((3R)-1-(4-((2-methyl-1-(2-methyl-4-(4,5,6,7-tetrahydro-2H-indazol-2-yl)phenyl)propyl)amino)benzoyl)piperidine-3-carboxylic acid). Reported procedure: Prepared similarly to Example 112 from 2-(butyloxy)-8-(methyloxy)-9-[4-(4-piperidinyl)butyl]-9H-purin-6-amine and iodocyclohexane. Reaction SMILES: [CH2:1]([O:5][C:6]1[N:14]=[C:13]2[C:9]([N:10]=[C:11]([O:25]C)[N:12]2[CH2:15][CH2:16][CH2:17][CH2:18][CH:19]2[CH2:24][CH2:23][NH:22][CH2:21][CH2:20]2)=[C:8]([NH2:27])[N:7]=1)[CH2:2][CH2:3][CH3:4].I[CH:29]1[CH2:34][CH2:33][CH2:32][CH2:31][CH2:30]1>>[NH2:27][C:8]1[N:7]=[C:6]([O:5][CH2:1][CH2:2][CH2:3][CH3:4])[N:14]=[C:13]2[C:9]=1[NH:10][C:11](=[O:25])[N:12]2[CH2:15][CH2:16][CH2:17][CH2:18][CH:19]1[CH2:24][CH2:23][N:22]([CH:29]2[CH2:34][CH2:33][CH2:32][CH2:31][CH2:30]2)[CH2:21][CH2:20]1. Product: NC1=C2NC(N(C2=NC(=N1)OCCCC)CCCCC1CCN(CC1)C1CCCCC1)=O (6-Amino-2-(butyloxy)-9-[4-(1-cyclohexyl-4-piperidinyl)butyl]-7,9-dihydro-8H-purin-8-one). The reactants are C(CCC)OC1=NC(=C2N=C(N(C2=N1)CCCCC1CCNCC1)OC)N (2-(butyloxy)-8-(methyloxy)-9-[4-(4-piperidinyl)butyl]-9H-purin-6-amine), IC1CCCCC1 (iodocyclohexane). Starting materials: CCOC(=O)N1CCN(C2Cc3cc(C)ccc3Sc3ccc(Cl)cc32)CC1, OCCO, [K+], [OH-], O. Yields the product Cc1ccc2c(c1)CC(N1CCNCC1)c1cc(Cl)ccc1S2. Reaction SMILES: [C:1]([O:2][CH2:3][CH3:4])(=[O:5])[N:6]1[CH2:7][CH2:8][N:9]([CH:12]2[CH2:13][c:14]3[c:15]([cH:24][cH:25][c:26]([CH3:28])[cH:27]3)[S:16][c:17]3[c:18]2[cH:19][c:20]([Cl:23])[cH:21][cH:22]3)[CH2:10][CH2:11]1.[CH2:29]([OH:30])[CH2:31][OH:32].[K+:34].[OH-:33].[OH2:35]>>[NH:6]1[CH2:7][CH2:8][N:9]([CH:12]2[CH2:13][c:14]3[c:15]([cH:24][cH:25][c:26]([CH3:28])[cH:27]3)[S:16][c:17]3[c:18]2[cH:19][c:20]([Cl:23])[cH:21][cH:22]3)[CH2:10][CH2:11]1. The reactants are [BH4-].[Na+] (sodium borohydride), resultant mixture, [BH4-].[Na+] (sodium borohydride), C(C)(C)(C)N1CCC=2C(=NC=3N(C21)N=CC3)Cl (8-tert-butyl-5-chloro-6,7-dihydro-8H-pyrrolo[3,2-e]pyrazolo-[1,5-a]pyrimidine). Reagents/catalysts: [Pd](Cl)Cl (palladium chloride), [Pd](Cl)Cl (palladium chloride). The solvent is O1CCCC1 (tetrahydrofuran), CO (methanol). Conditions: temperature 0 celsius, time 30 minute. The product is C(C)(C)(C)N1CCC=2C=NC=3N(C21)N=CC3 (8-tert-butyl-6,7-dihydro-8H-pyrrolo[3,2-e]pyrazolo[1,5-a]pyrimidine). The yield is 40.4%. Reaction SMILES: [C:1]([N:5]1[C:13]2[N:12]3[N:14]=[CH:15][CH:16]=[C:11]3[N:10]=[C:9](Cl)[C:8]=2[CH2:7][CH2:6]1)([CH3:4])([CH3:3])[CH3:2].[BH4-].[Na+]>O1CCCC1.CO.[Pd](Cl)Cl>[C:1]([N:5]1[C:13]2[N:12]3[N:14]=[CH:15][CH:16]=[C:11]3[N:10]=[CH:9][C:8]=2[CH2:7][CH2:6]1)([CH3:4])([CH3:2])[CH3:3] |f:1.2|. Reported procedure: In a mixed solvent of 300 ml of tetrahydrofuran and 150 ml of methanol were dissolved 11.30 g of 8-tert-butyl-5-chloro-6,7-dihydro-8H-pyrrolo[3,2-e]pyrazolo-[1,5-a]pyrimidine, and the reaction system was cooled to 0° C. To the solution were gradually added 3.75 g of palladium chloride and 7.83 g of sodium borohydride, and the mixture was stirred for 30 minutes at 0° C. Furthermore, 7.50 g of palladium chloride and 5.66 g of sodium borohydride were gradually added, and the resultant mixture was s... Reactants: Cl[SiH]1CCC(CC1)C1=CC=C(C=C1)C(F)(F)F (4-(4-chloro-4-silacyclohexyl)-1-trifluoromethylbenzene). Run in C1CCOC1 (THF). Yield: 85.0%. Reaction SMILES: Cl[SiH:2]1[CH2:7][CH2:6][CH:5]([C:8]2[CH:13]=[CH:12][C:11]([C:14]([F:17])([F:16])[F:15])=[CH:10][CH:9]=2)[CH2:4][CH2:3]1>C1COCC1>[CH2:8]([CH:5]1[CH2:6][CH2:7][SiH:2]([SiH:2]2[CH2:7][CH2:6][CH:5]([C:8]3[CH:13]=[CH:12][C:11]([C:14]([F:17])([F:16])[F:15])=[CH:10][CH:9]=3)[CH2:4][CH2:3]2)[CH2:3][CH2:4]1)[CH2:9][CH3:10]. Product: C(CC)C1CC[SiH](CC1)[SiH]1CCC(CC1)C1=CC=C(C=C1)C(F)(F)F (4-(4-(4-n-propylsilacyclohexyl)-4-silacyclohexyl)-1-trifluoromethylbenzene). Procedure: 4.4 g (20 mmol) of 4-n-propylsilacyclohexyl bromide was dropped into a mixture of 0.5 g of magnesium (21 mmol) and 50 ml of THF to obtain Grignard reagent. This solution was then dropped into a 50 ml THF solution of 5.6 g (20 mmol) of 4-(4-chloro-4-silacyclohexyl)-1-trifluoromethylbenzene to obtain 4-(4-(4-n-propylsilacyclohexyl)-4-silacyclohexyl)-1-trifluoromethylbenzene. The silacyclohexane rings of this product were a mixture of trans and cis isomers. They were separated by means of chromatog... Starting materials: BrCc1ccc(CBr)cc1, CC(C)=O, CCOC(C)=O, CC(=O)c1ccc(O)c(Cl)c1O, Cl, [K+], [K+], O=C([O-])[O-]. Yields the product CC(=O)c1ccc(OCc2ccc(CBr)cc2)c(Cl)c1O. As a reaction SMILES: [Br:19][CH2:20][c:21]1[cH:22][cH:23][c:24]([CH2:27][Br:28])[cH:25][cH:26]1.[CH3:30][C:31](=[O:32])[CH3:33].[CH3:34][CH2:35][O:36][C:37]([CH3:38])=[O:39].[Cl:7][c:8]1[c:9]([OH:18])[c:10]([C:15]([CH3:16])=[O:17])[cH:11][cH:12][c:13]1[OH:14].[ClH:29].[K+:1].[K+:2].[O-:3][C:4]([O-:5])=[O:6]>>[Cl:7][c:8]1[c:9]([OH:18])[c:10]([C:15]([CH3:16])=[O:17])[cH:11][cH:12][c:13]1[O:14][CH2:27][c:24]1[cH:23][cH:22][c:21]([CH2:20][Br:19])[cH:26][cH:25]1. Reactants: C1(CCCCC1)N=C=NC1CCCCC1 (dicyclohexylcarbodiimide), C(C1=CC=CC=C1)SC1=NC(=C(C(=O)O)C=C1)C=1NC(C(N1)(C)C(C)C)=O (6-benzylthio-2-(4-isopropyl-4-methyl-5-oxo-2-imidazolin-2-yl)-nicotinic acid). Solvent: C(Cl)Cl (methylene chloride). Conditions: time 4 hour. The product is COC(C1=C(N=C(C=C1)SCC1=CC=CC=C1)C=1NC(C(N1)(C)C(C)C)=O)=O (6-benzylthio-2-(4-isopropyl-4-methyl-5-oxo-2-imidazolin-2-yl)-nicotinic acid methyl ester). As a reaction SMILES: [CH:1]1(N=C=NC2CCCCC2)CCCCC1.[CH2:16]([S:23][C:24]1[CH:32]=[CH:31][C:27]([C:28]([OH:30])=[O:29])=[C:26]([C:33]2[NH:34][C:35](=[O:42])[C:36]([CH:39]([CH3:41])[CH3:40])([CH3:38])[N:37]=2)[N:25]=1)[C:17]1[CH:22]=[CH:21][CH:20]=[CH:19][CH:18]=1>C(Cl)Cl>[CH3:1][O:29][C:28](=[O:30])[C:27]1[CH:31]=[CH:32][C:24]([S:23][CH2:16][C:17]2[CH:18]=[CH:19][CH:20]=[CH:21][CH:22]=2)=[N:25][C:26]=1[C:33]1[NH:34][C:35](=[O:42])[C:36]([CH:39]([CH3:40])[CH3:41])([CH3:38])[N:37]=1. Reported procedure: 1.0 g (0.005 mol) dicyclohexylcarbodiimide and 2.0 g (0.005 mol) 6-benzylthio-2-(4-isopropyl-4-methyl-5-oxo-2-imidazolin-2-yl)-nicotinic acid are dissolved in 30 ml methylene chloride, then stirred for 4 hours at room temperature and allowed to stand overnight. The reaction mixture is filtered and the filtrate is then compressed. The oily residue crystallizes after a while.